This data is from the Open Reaction Database (ORD), a public repository of structured organic reaction records. The task is: describe an organic reaction: reactants, conditions, products, and yield Yields the product ClC=1C=C(C(=O)C=2C(=NC(=CC2)Cl)Cl)C=CC1 (3-(3-chlorobenzoyl)-2,6-dichloropyridine). Starting materials: C(C)(C)NC(C)C (diisopropylamine), ClC1=NC(=CC=C1)Cl (2,6-dichloropyridine), ClC=1C=C(C=O)C=CC1 (3-chlorobenzaldehyde). Solvent: C1CCOC1 (THF), CCCCCC (hexane), C1CCOC1 (THF). Procedure details: A THF solution of diisopropylamine was treated with 1.6M butyl]ithium/hexane solution. Thereafter, 2,6-dichloropyridine was added dropwise thereto together with THF and reacted, and then 3-chlorobenzaldehyde was further added dropwise. The reaction mixture was worked up and purified in a usual manner and the resulting compound was reacted with manganese dioxide in toluene under heating. The reaction mixture was worked up and purified in a usual manner to obtain 3-(3-chlorobenzoyl)-2,6-dichloropy... Reaction SMILES: C(NC(C)C)(C)C.[Cl:8][C:9]1[CH:14]=[CH:13][CH:12]=[C:11]([Cl:15])[N:10]=1.[Cl:16][C:17]1[CH:18]=[C:19]([CH:22]=[CH:23][CH:24]=1)[CH:20]=[O:21]>C1COCC1.CCCCCC>[Cl:16][C:17]1[CH:18]=[C:19]([CH:22]=[CH:23][CH:24]=1)[C:20]([C:14]1[C:9]([Cl:8])=[N:10][C:11]([Cl:15])=[CH:12][CH:13]=1)=[O:21]. RXN SMILES: [Br:1][CH:2]1[CH:3]([OH:12])[c:4]2[cH:5][c:6]([CH3:11])[cH:7][cH:8][c:9]2[CH2:10]1.[CH3:25][c:26]1[cH:27][cH:28][cH:29][cH:30][cH:31]1.[OH2:13].[c:14]1([CH3:15])[cH:16][cH:17][c:18]([S:19]([OH:20])(=[O:21])=[O:22])[cH:23][cH:24]1>>[Br:1][C:2]1=[CH:3][c:4]2[cH:5][c:6]([CH3:11])[cH:7][cH:8][c:9]2[CH2:10]1. Starting materials: Cc1ccc2c(c1)C(O)C(Br)C2, Cc1ccccc1, O, Cc1ccc(S(=O)(=O)O)cc1. Product: Cc1ccc2c(c1)C=C(Br)C2. The reactants are CCCCP(CCCC)CCCC, Cc1ccccc1, CCCCCC, O=C(N=NC(=O)N1CCCCC1)N1CCCCC1, OCc1cccc(Oc2ccccc2)c1, CCOC(=O)C1CCOc2cc(O)ccc2C1. As a reaction SMILES: [CH2:33]([P:34]([CH2:35][CH2:36][CH2:37][CH3:38])[CH2:39][CH2:40][CH2:41][CH3:42])[CH2:43][CH2:44][CH3:45].[CH3:64][c:65]1[cH:66][cH:67][cH:68][cH:69][cH:70]1.[CH3:71][CH2:72][CH2:73][CH2:74][CH2:75][CH3:76].[N:46]([C:47]([N:48]1[CH2:49][CH2:50][CH2:51][CH2:52][CH2:53]1)=[O:54])=[N:55][C:56]([N:57]1[CH2:58][CH2:59][CH2:60][CH2:61][CH2:62]1)=[O:63].[O:18]([c:19]1[cH:20][cH:21][cH:22][cH:23][cH:24]1)[c:25]1[cH:26][c:27]([CH2:28][OH:29])[cH:30][cH:31][cH:32]1.[OH:1][c:2]1[cH:3][c:4]2[c:5]([cH:16][cH:17]1)[CH2:6][CH:7]([C:11](=[O:12])[O:13][CH2:14][CH3:15])[CH2:8][CH2:9][O:10]2>>[O:1]([c:2]1[cH:3][c:4]2[c:5]([cH:16][cH:17]1)[CH2:6][CH:7]([C:11](=[O:12])[O:13][CH2:14][CH3:15])[CH2:8][CH2:9][O:10]2)[CH2:28][c:27]1[cH:26][c:25]([O:18][c:19]2[cH:20][cH:21][cH:22][cH:23][cH:24]2)[cH:32][cH:31][cH:30]1. Product: CCOC(=O)C1CCOc2cc(OCc3cccc(Oc4ccccc4)c3)ccc2C1. Reactants: COC(=O)N[C@@H](C(C)C)C(=O)O (N-methoxycarbonyl-L-Valine), N[C@H](C(=O)O)[C@@H](CC)C ((2S,3R)-2-amino-3-methylpentanoic acid). Product: COC(=O)N[C@H](C(=O)O)[C@@H](CC)C ((2S,3R)-2-(methoxycarbonylamino)-3-methylpentanoic acid). As a reaction SMILES: [CH3:1][O:2][C:3]([NH:5][C@H:6]([C:10]([OH:12])=[O:11])[CH:7]([CH3:9])[CH3:8])=[O:4].N[C@@H:14]([C@H](C)CC)C(O)=O>>[CH3:1][O:2][C:3]([NH:5][C@@H:6]([C@H:7]([CH3:9])[CH2:8][CH3:14])[C:10]([OH:12])=[O:11])=[O:4]. Procedure: (2S,3R)-2-(methoxycarbonylamino)-3-methylpentanoic acid was synthesized similar to N-methoxycarbonyl-L-Valine, using (2S,3R)-2-amino-3-methylpentanoic acid instead of L-Valine. The reactants are [Co].CC[C@H]([C@@H]1[C@H](C[C@@](O1)(C)[C@]2([C@@H](C[C@@](O2)(CC)[C@H](CC)O)C)O)C)C(=O)[C@@H](C)[C@H]([C@@H](C)[C@@H]3[C@H](C[C@H]([C@@H](O3)CC(=O)OO)C)C)O (cobalt lysocellin), CC[C@H](C)[C@H]1C(=O)N[C@@H](C(=O)N[C@H](C(=O)N[C@@H](C(=O)N[C@H](C(=O)NCCCC[C@@H](C(=O)N[C@@H](C(=O)N1)CCCN)NC(=O)[C@H]([C@@H](C)CC)NC(=O)[C@@H](CCC(=O)O)NC(=O)[C@H](CC(C)C)NC(=O)[C@@H]2CSC(=N2)[C@H]([C@@H](C)CC)N)CC(=O)N)CC(=O)O)CC3=CN=CN3)CC=4C=CC=CC4 (bacitracin), CC[C@H](C)[C@H]1C(=O)N[C@@H](C(=O)N[C@H](C(=O)N[C@@H](C(=O)N[C@H](C(=O)NCCCC[C@@H](C(=O)N[C@@H](C(=O)N1)CCCN)NC(=O)[C@H]([C@@H](C)CC)NC(=O)[C@@H](CCC(=O)O)NC(=O)[C@H](CC(C)C)NC(=O)[C@@H]2CSC(=N2)[C@H]([C@@H](C)CC)N)CC(=O)N)CC(=O)O)CC3=CN=CN3)CC=4C=CC=CC4 (bacitracin). Run in CO (methanol). Yields the product CC[C@H](C)[C@H]1C(=O)N[C@@H](C(=O)N[C@H](C(=O)N[C@@H](C(=O)N[C@H](C(=O)NCCCC[C@@H](C(=O)N[C@@H](C(=O)N1)CCCN)NC(=O)[C@H]([C@@H](C)CC)NC(=O)[C@@H](CCC(=O)O)NC(=O)[C@H](CC(C)C)NC(=O)[C@@H]2CSC(=N2)[C@H]([C@@H](C)CC)N)CC(=O)N)CC(=O)O)CC3=CN=CN3)CC=4C=CC=CC4.[Co].CC[C@H]([C@@H]1[C@H](C[C@@](O1)(C)[C@]2([C@@H](C[C@@](O2)(CC)[C@H](CC)O)C)O)C)C(=O)[C@@H](C)[C@H]([C@@H](C)[C@@H]3[C@H](C[C@H]([C@@H](O3)CC(=O)OO)C)C)O (Bacitracin Cobalt Lysocellin). As a reaction SMILES: [Co:1].[CH3:2][CH2:3][C@@H:4]([C:25]([C@H:27]([C@@H:29]([OH:45])[C@H:30]([C@H:32]1[O:37][C@@H:36]([CH2:38][C:39]([O:41][OH:42])=[O:40])[C@H:35]([CH3:43])[CH2:34][C@@H:33]1[CH3:44])[CH3:31])[CH3:28])=[O:26])[C@H:5]1[O:9][C@@:8]([C@:11]2([OH:23])[O:15][C@@:14]([C@@H:18]([OH:21])[CH2:19][CH3:20])([CH2:16][CH3:17])[CH2:13][C@H:12]2[CH3:22])([CH3:10])[CH2:7][C@@H:6]1[CH3:24].[CH3:46][CH2:47][C@@H:48]([C@@H:50]1[NH:81][C:79](=[O:80])[C@@H:78]([CH2:82][CH2:83][CH2:84][NH2:85])[NH:77][C:75](=[O:76])[C@@H:74]([NH:86][C:87]([C@@H:89]([NH:94][C:95]([C@H:97]([NH:103][C:104]([C@@H:106]([NH:111][C:112]([C@H:114]2[N:118]=[C:117]([C@@H:119]([NH2:124])[C@H:120]([CH2:122][CH3:123])[CH3:121])[S:116][CH2:115]2)=[O:113])[CH2:107][CH:108]([CH3:110])[CH3:109])=[O:105])[CH2:98][CH2:99][C:100]([OH:102])=[O:101])=[O:96])[C@H:90]([CH2:92][CH3:93])[CH3:91])=[O:88])[CH2:73][CH2:72][CH2:71][CH2:70][NH:69][C:67](=[O:68])[C@H:66]([CH2:125][C:126]([NH2:128])=[O:127])[NH:65][C:63](=[O:64])[C@@H:62]([CH2:129][C:130]([OH:132])=[O:131])[NH:61][C:59](=[O:60])[C@H:58]([CH2:133][C:134]2[NH:138][CH:137]=[N:136][CH:135]=2)[NH:57][C:55](=[O:56])[C@@H:54]([CH2:139][C:140]2[CH:141]=[CH:142][CH:143]=[CH:144][CH:145]=2)[NH:53][C:51]1=[O:52])[CH3:49]>CO>[CH3:46][CH2:47][C@@H:48]([C@@H:50]1[NH:81][C:79](=[O:80])[C@@H:78]([CH2:82][CH2:83][CH2:84][NH2:85])[NH:77][C:75](=[O:76])[C@@H:74]([NH:86][C:87]([C@@H:89]([NH:94][C:95]([C@H:97]([NH:103][C:104]([C@@H:106]([NH:111][C:112]([C@H:114]2[N:118]=[C:117]([C@@H:119]([NH2:124])[C@H:120]([CH2:122][CH3:123])[CH3:121])[S:116][CH2:115]2)=[O:113])[CH2:107][CH:108]([CH3:109])[CH3:110])=[O:105])[CH2:98][CH2:99][C:100]([OH:102])=[O:101])=[O:96])[C@H:90]([CH2:92][CH3:93])[CH3:91])=[O:88])[CH2:73][CH2:72][CH2:71][CH2:70][NH:69][C:67](=[O:68])[C@H:66]([CH2:125][C:126]([NH2:128])=[O:127])[NH:65][C:63](=[O:64])[C@@H:62]([CH2:129][C:130]([OH:132])=[O:131])[NH:61][C:59](=[O:60])[C@H:58]([CH2:133][C:134]2[NH:138][CH:137]=[N:136][CH:135]=2)[NH:57][C:55](=[O:56])[C@@H:54]([CH2:139][C:140]2[CH:141]=[CH:142][CH:143]=[CH:144][CH:145]=2)[NH:53][C:51]1=[O:52])[CH3:49].[Co:1].[CH3:2][CH2:3][C@@H:4]([C:25]([C@H:27]([C@@H:29]([OH:45])[C@H:30]([C@H:32]1[O:37][C@@H:36]([CH2:38][C:39]([O:41][OH:42])=[O:40])[C@H:35]([CH3:43])[CH2:34][C@@H:33]1[CH3:44])[CH3:31])[CH3:28])=[O:26])[C@H:5]1[O:9][C@@:8]([C@:11]2([OH:23])[O:15][C@@:14]([C@@H:18]([OH:21])[CH2:19][CH3:20])([CH2:16][CH3:17])[CH2:13][C@H:12]2[CH3:22])([CH3:10])[CH2:7][C@@H:6]1[CH3:24] |f:0.1,4.5.6|. Procedure: A solution of 1.3 grams (g) of cobalt lysocellin prepared as described in Example A, in 25 ml of methanol was stirred while 1.5 g of regular (reg) bacitracin (reg) was added thereto. Stirring was continued until solution of the bacitracin was complete. The reaction mixture was agitated at room temperature until precipitation of the complex occurred. The complex was isolated and recrystallized from methanol (10 ml/g) to obtain rod-like crystals. Starting materials: COc1ccc(-c2nc(Sc3cccc(OC)c3)[nH]c2-c2ccc(OC)cc2)cc1, ClCCl, O=C(OO)c1cccc(Cl)c1. Yields the product COc1ccc(-c2nc(S(=O)c3cccc(OC)c3)[nH]c2-c2ccc(OC)cc2)cc1. Reaction SMILES: [CH3:12][O:13][c:14]1[cH:15][cH:16][c:17](-[c:20]2[n:21][c:22]([S:33][c:34]3[cH:35][c:36]([O:40][CH3:41])[cH:37][cH:38][cH:39]3)[nH:23][c:24]2-[c:25]2[cH:26][cH:27][c:28]([O:31][CH3:32])[cH:29][cH:30]2)[cH:18][cH:19]1.[Cl:42][CH2:43][Cl:44].[OH:1][O:2][C:3]([c:4]1[cH:5][c:6]([Cl:7])[cH:8][cH:9][cH:10]1)=[O:11]>>[O:1]=[S:33]([c:22]1[n:21][c:20](-[c:17]2[cH:16][cH:15][c:14]([O:13][CH3:12])[cH:19][cH:18]2)[c:24](-[c:25]2[cH:26][cH:27][c:28]([O:31][CH3:32])[cH:29][cH:30]2)[nH:23]1)[c:34]1[cH:35][c:36]([O:40][CH3:41])[cH:37][cH:38][cH:39]1.